Dataset: the Open Reaction Database (ORD), a public repository of structured organic reaction records. Task: describe an organic reaction: reactants, conditions, products, and yield Reactants: N([C@@H](C)C(=O)O)C(=O)OC(C)(C)C (BOC-Ala-OH), ClC(=O)OCC(C)C (isobutyl chloroformate), solution, Cl (HCl), N[C@@H](CCCNC(N[N+](=O)[O-])=N)C(=O)O (H-Arg(NO2)). Solvent: CN(C)C=O (DMF), CN(C)C=O (DMF), CN(C)C=O (DMF). Product: N([C@@H](C)C(=O)N[C@@H](CCCNC(N[N+](=O)[O-])=N)C(=O)O)C(=O)OC(C)(C)C (BOC-Ala-Arg(NO2)). The yield is 70.3%. RXN SMILES: [NH:1]([C:7]([O:9][C:10]([CH3:13])([CH3:12])[CH3:11])=[O:8])[C@H:2]([C:4]([OH:6])=O)[CH3:3].ClC(OCC(C)C)=O.Cl.[NH2:23][C@H:24]([C:35]([OH:37])=[O:36])[CH2:25][CH2:26][CH2:27][NH:28][C:29](=[NH:34])[NH:30][N+:31]([O-:33])=[O:32]>CN(C=O)C>[NH:1]([C:7]([O:9][C:10]([CH3:13])([CH3:12])[CH3:11])=[O:8])[C@H:2]([C:4]([NH:23][C@H:24]([C:35]([OH:37])=[O:36])[CH2:25][CH2:26][CH2:27][NH:28][C:29](=[NH:34])[NH:30][N+:31]([O-:33])=[O:32])=[O:6])[CH3:3]. Reported procedure: After 15.9 g (0.084 mole) of BOC-Ala-OH was dissolved in 84 ml of DMF, 10.9 ml (0.084 mole) of NEM was added to the solution. Then, 10.9 ml (0.084 mole) of isobutyl chloroformate was dropwise added to the solution at -20° C. The resulting mixture was reacted for 10 minutes. After completion of the reaction, 84 ml of a solution of 32.8 g (0.084 mole) of HCl.H-Arg(NO2)-CHA and 32.8 ml (0.252 mole) of NEM in DMF was dropwise added to the reaction solution at -15° to -10° C. After the dropwise addit... Starting materials: C(C)(C)(C)OC(=O)N1CCN(CC1)CC(=O)O ([4-(tert-butoxycarbonyl)-1-piperazinyl]acetic acid), C1(=CC=C(C=C1)C(=O)N1[C@@H](CC(C1)=NOC)C(N)=NO)C1=CC=CC=C1 ((2S,4EZ)-1-([1,1′-biphenyl]-4-ylcarbonyl)-N′-hydroxy-4-(methoxyimino)-2-pyrrolidinecarboximidamide), C1(=CC=C(C=C1)C(=O)N1[C@@H](CC(C1)=NOC)C(N)=NO)C1=CC=CC=C1 ((2S,4EZ)-1-([1,1′-biphenyl]-4-ylcarbonyl)-N′-hydroxy-4-(methoxyimino)-2-pyrrolidinecarboximidamide). Yields the product title compound, C1(=CC=C(C=C1)C(=O)N1[C@@H](CC(C1)=NOC)C1=NOC(=N1)CN1CCN(CC1)C(=O)OC(C)(C)C)C1=CC=CC=C1 (tert-butyl 4-({3-[(2S,4EZ)-1-([1,1′-biphenyl]-4-ylcarbonyl)-4-(methoxyimino)pyrrolidinyl]-1,2,4-oxadiazol-5-yl}methyl)-1-piperazinecarboxylate). Yield: 75.0%. RXN SMILES: [C:1]1([C:21]2[CH:26]=[CH:25][CH:24]=[CH:23][CH:22]=2)[CH:6]=[CH:5][C:4]([C:7]([N:9]2[CH2:13][C:12](=[N:14][O:15][CH3:16])[CH2:11][C@H:10]2[C:17](=[N:19][OH:20])[NH2:18])=[O:8])=[CH:3][CH:2]=1.[C:27]([O:31][C:32]([N:34]1[CH2:39][CH2:38][N:37]([CH2:40][C:41](O)=O)[CH2:36][CH2:35]1)=[O:33])([CH3:30])([CH3:29])[CH3:28]>>[C:1]1([C:21]2[CH:26]=[CH:25][CH:24]=[CH:23][CH:22]=2)[CH:2]=[CH:3][C:4]([C:7]([N:9]2[CH2:13][C:12](=[N:14][O:15][CH3:16])[CH2:11][C@H:10]2[C:17]2[N:18]=[C:41]([CH2:40][N:37]3[CH2:38][CH2:39][N:34]([C:32]([O:31][C:27]([CH3:28])([CH3:30])[CH3:29])=[O:33])[CH2:35][CH2:36]3)[O:20][N:19]=2)=[O:8])=[CH:5][CH:6]=1. Procedure: Following the general method as outlined in Example 15, starting from (2S,4EZ)-1-([1,1′-biphenyl]-4-ylcarbonyl)-N′-hydroxy-4-(methoxyimino)-2-pyrrolidinecarboximidamide (Intermediate 8) and [4-(tert-butoxycarbonyl)-1-piperazinyl]acetic acid, the title compound, tert-butyl 4-({3-[(2S,4EZ)-1-([1,1′-biphenyl]-4-ylcarbonyl)-4-(methoxyimino)pyrrolidinyl]-1,2,4-oxadiazol-5-yl}methyl)-1-piperazinecarboxylate, was obtained in 75% yield (88% purity by HPLC). The reactants are C(C)N(C(=O)C1=C(C=CC(=C1)C=1C=NN(C1)CCCO)NC1=NC(=NC=C1C(F)(F)F)NC1=C(C=C(CP(OCC)(O)=O)C=C1)OC)CC (Ethyl hydrogen (4-{[4-({2-(diethylcarbamoyl)-4-[1-(3-hydroxypropyl)-1H-pyrazol-4-yl]phenyl}amino)-5-(trifluoromethyl)pyrimidin-2-yl]amino}-3-methoxybenzyl)phosphonate), OCCCN1N=CC(=C1)C1=C(C(=C(C=C1)NC1=NC(=NC=C1C(F)(F)F)NC1=C(C=C(CP(OCC)(OCC)=O)C=C1)OC)C(NC)=O)OC (diethyl (4-{[4-({4-[1-(3-hydroxypropyl)-1H-pyrazol-4-yl]-3-methoxy-2-(methyl carbamoyl)phenyl}amino)-5-(trifluoromethyl)pyrimidin-2-yl]amino}-3-methoxy benzyl)phosphonate), OCCCN1N=CC(=C1)C1=C(C(=C(C=C1)NC1=NC(=NC=C1C(F)(F)F)NC1=C(C=C(CP(OCC)(OCC)=O)C=C1)OC)C(NC)=O)OC (diethyl (4-{[4-({4-[1-(3-hydroxypropyl)-1H-pyrazol-4-yl]-3-methoxy-2-(methyl carbamoyl)phenyl}amino)-5-(trifluoromethyl)pyrimidin-2-yl]amino}-3-methoxy benzyl)phosphonate). The product is OCCCN1N=CC(=C1)C1=C(C(=C(C=C1)NC1=NC(=NC=C1C(F)(F)F)NC1=C(C=C(CP(OCC)(O)=O)C=C1)OC)C(NC)=O)OC (Ethyl hydrogen (4-{[4-({4-[1-(3-hydroxypropyl)-1H-pyrazol-4-yl]-3-methoxy-2-(methylcarbamoyl)phenyl}amino)-5-(trifluoromethyl)pyrimidin-2-yl]amino}-3-methoxybenzyl)phosphonate). RXN SMILES: C(N(CC)C(C1C=C(C2C=NN(CCCO)C=2)C=CC=1NC1C(C(F)(F)F)=CN=C(NC2C=CC(CP(=O)(O)OCC)=CC=2OC)N=1)=O)C.[OH:50][CH2:51][CH2:52][CH2:53][N:54]1[CH:58]=[C:57]([C:59]2[CH:64]=[CH:63][C:62]([NH:65][C:66]3[C:71]([C:72]([F:75])([F:74])[F:73])=[CH:70][N:69]=[C:68]([NH:76][C:77]4[CH:91]=[CH:90][C:80]([CH2:81][P:82](=[O:89])([O:86]CC)[O:83][CH2:84][CH3:85])=[CH:79][C:78]=4[O:92][CH3:93])[N:67]=3)=[C:61]([C:94](=[O:97])[NH:95][CH3:96])[C:60]=2[O:98][CH3:99])[CH:56]=[N:55]1>>[OH:50][CH2:51][CH2:52][CH2:53][N:54]1[CH:58]=[C:57]([C:59]2[CH:64]=[CH:63][C:62]([NH:65][C:66]3[C:71]([C:72]([F:74])([F:73])[F:75])=[CH:70][N:69]=[C:68]([NH:76][C:77]4[CH:91]=[CH:90][C:80]([CH2:81][P:82](=[O:86])([OH:89])[O:83][CH2:84][CH3:85])=[CH:79][C:78]=4[O:92][CH3:93])[N:67]=3)=[C:61]([C:94](=[O:97])[NH:95][CH3:96])[C:60]=2[O:98][CH3:99])[CH:56]=[N:55]1. Procedure: Prepared analogously to Compound 3A using diethyl (4-{[4-({4-[1-(3-hydroxypropyl)-1H-pyrazol-4-yl]-3-methoxy-2-(methyl carbamoyl)phenyl}amino)-5-(trifluoromethyl)pyrimidin-2-yl]amino}-3-methoxy benzyl)phosphonate (Compound 30B). 1H NMR (CD3OD, 400 MHz): δ 8.27 (s, 1H), 8.18 (s, 1H), 7.98 (s, 1H), 7.86 (d, J=8.3 Hz, 1H), 7.83 (d, J=7.8 Hz, 1H), 7.66 (d, J=8.8 Hz, 1H), 7.02 (s, 1H), 6.69 (d, J=8.1 Hz, 1H), 4.33 (t, J=6.8 Hz, 2H), 3.88 (s, 3H), 3.82 (m, 2H), 3.64 (s, 3H), 3.59 (t, J=6.1 Hz, 2H), 2.... RXN SMILES: [CH:13]([CH2:14][CH2:15][CH2:16][CH2:17][CH3:18])=[O:19].[OH:1][c:2]1[c:3]([CH2:11][OH:12])[cH:4][c:5]([C:6](=[O:7])[OH:8])[cH:9][cH:10]1.[S:20](=[O:21])(=[O:22])([OH:23])[OH:24].[cH:25]1[cH:26][cH:27][cH:28][cH:29][cH:30]1>>[O:1]1[c:2]2[c:3]([cH:4][c:5]([C:6](=[O:7])[OH:8])[cH:9][cH:10]2)[CH2:11][O:12][CH:13]1[CH2:14][CH2:15][CH2:16][CH2:17][CH3:18]. Yields the product CCCCCC1OCc2cc(C(=O)O)ccc2O1. The reactants are CCCCCC=O, O=C(O)c1ccc(O)c(CO)c1, O=S(=O)(O)O, c1ccccc1. The reactants are C(C)O (ethanol), S(O)(O)(=O)=O (sulfuric acid), C(C1=CC=CC=C1)N1N=C(C2=CC=CC=C12)C=1OC(=CC1)C(=O)O (1-benzyl-3-(5-carboxy-2-furyl)indazole), [K] (potassium). The solvent is C1(=CC=CC=C1)C (toluene), O (water). Run at time 3 hour. Product: C(C1=CC=CC=C1)N1N=C(C2=CC=CC=C12)C=1OC(=CC1)C(=O)OCC (1-Benzyl-3-(5-ethoxycarbonyl-2-furyl)indazole). As a reaction SMILES: [CH2:1]([N:8]1[C:16]2[C:11](=[CH:12][CH:13]=[CH:14][CH:15]=2)[C:10]([C:17]2[O:18][C:19]([C:22]([OH:24])=[O:23])=[CH:20][CH:21]=2)=[N:9]1)[C:2]1[CH:7]=[CH:6][CH:5]=[CH:4][CH:3]=1.[K].[CH2:26](O)[CH3:27].S(=O)(=O)(O)O>C1(C)C=CC=CC=1.O>[CH2:1]([N:8]1[C:16]2[C:11](=[CH:12][CH:13]=[CH:14][CH:15]=2)[C:10]([C:17]2[O:18][C:19]([C:22]([O:24][CH2:26][CH3:27])=[O:23])=[CH:20][CH:21]=2)=[N:9]1)[C:2]1[CH:7]=[CH:6][CH:5]=[CH:4][CH:3]=1 |^1:24|. Procedure details: 52.4 g (0.15 mol) of 1-benzyl-3-(5-carboxy-2-furyl)indazole, potassium salt, were initially charged in 1250 ml of toluene, and after addition of 200 ml of abs. ethanol and 50 ml of conc. sulfuric acid the mixture was stirred under reflux on a water separator. After 3 hours, the mixture was concentrated using a rotary evaporator, the oil that remained was taken up in water/ethyl acetate and the aqueous phase was separated off. The organic phase was washed with water and 7.5% strength NaHCO3 solut... Starting materials: CCS(=O)(=O)N1CCC(c2c[nH]c3c(C(N)=O)cc(Br)cc23)CC1, COc1ccc(B2OC(C)(C)C(C)(C)O2)cc1C=O, [Na+], [Na+], O=C([O-])[O-], C1COCCO1, O, c1ccc(P(c2ccccc2)(c2ccccc2)[Pd](P(c2ccccc2)(c2ccccc2)c2ccccc2)(P(c2ccccc2)(c2ccccc2)c2ccccc2)P(c2ccccc2)(c2ccccc2)c2ccccc2)cc1. Yields the product CCS(=O)(=O)N1CCC(c2c[nH]c3c(C(N)=O)cc(-c4ccc(OC)c(C=O)c4)cc23)CC1. Reaction SMILES: [Br:20][c:21]1[cH:22][c:23]2[c:24]([CH:33]3[CH2:34][CH2:35][N:36]([S:39](=[O:40])(=[O:41])[CH2:42][CH3:43])[CH2:37][CH2:38]3)[cH:25][nH:26][c:27]2[c:28]([C:30](=[O:31])[NH2:32])[cH:29]1.[CH3:1][O:2][c:3]1[c:4]([CH:5]=[O:6])[cH:7][c:8]([B:11]2[O:12][C:13]([CH3:14])([CH3:15])[C:16]([CH3:17])([CH3:18])[O:19]2)[cH:9][cH:10]1.[Na+:44].[Na+:45].[O-:46][C:47](=[O:48])[O-:49].[O:50]1[CH2:51][CH2:52][O:53][CH2:54][CH2:55]1.[OH2:56].[cH:57]1[cH:58][cH:59][c:60]([P:61]([Pd:62]([P:63]([c:64]2[cH:65][cH:66][cH:67][cH:68][cH:69]2)([c:70]2[cH:71][cH:72][cH:73][cH:74][cH:75]2)[c:76]2[cH:77][cH:78][cH:79][cH:80][cH:81]2)([P:82]([c:83]2[cH:84][cH:85][cH:86][cH:87][cH:88]2)([c:89]2[cH:90][cH:91][cH:92][cH:93][cH:94]2)[c:95]2[cH:96][cH:97][cH:98][cH:99][cH:100]2)[P:101]([c:102]2[cH:103][cH:104][cH:105][cH:106][cH:107]2)([c:108]2[cH:109][cH:110][cH:111][cH:112][cH:113]2)[c:114]2[cH:115][cH:116][cH:117][cH:118][cH:119]2)([c:120]2[cH:121][cH:122][cH:123][cH:124][cH:125]2)[c:126]2[cH:127][cH:128][cH:129][cH:130][cH:131]2)[cH:132][cH:133]1>>[CH3:1][O:2][c:3]1[c:4]([CH:5]=[O:6])[cH:7][c:8](-[c:21]2[cH:22][c:23]3[c:24]([CH:33]4[CH2:34][CH2:35][N:36]([S:39](=[O:40])(=[O:41])[CH2:42][CH3:43])[CH2:37][CH2:38]4)[cH:25][nH:26][c:27]3[c:28]([C:30](=[O:31])[NH2:32])[cH:29]2)[cH:9][cH:10]1. Reported procedure: A mixture of methyl 5-bromo-6-(2,2-difluoroethoxy)nicotinate (900 mg, 3.0 mmol, Step-2 of Amine-74), cyclopropylboronic acid (780 mg, 9.1 mmol), palladium(II) acetate (34 mg, 0.15 mmol), tricyclohexylphosphine (0.60 mL, 0.30 mmol, 0.5M in toluene) and potassium phosphate (1.6 g, 7.6 mmol) in toluene/water (10:1, 33 mL) is stirred at reflux temperature overnight. After cooled to room temperature, the mixture is filtered through a pad of celite, washed with ethyl acetate. The filtrate is extracted... The reagents and catalysts are C(C)(=O)[O-].[Pd+2].C(C)(=O)[O-] (palladium(II) acetate). Solvent: C1(=CC=CC=C1)C.O (toluene water). RXN SMILES: Br[C:2]1[C:3]([O:12][CH2:13][CH:14]([F:16])[F:15])=[N:4][CH:5]=[C:6]([CH:11]=1)[C:7]([O:9][CH3:10])=[O:8].[CH:17]1(B(O)O)[CH2:19][CH2:18]1.C1(P(C2CCCCC2)C2CCCCC2)CCCCC1.P([O-])([O-])([O-])=O.[K+].[K+].[K+]>C1(C)C=CC=CC=1.O.C([O-])(=O)C.[Pd+2].C([O-])(=O)C>[CH:17]1([C:2]2[C:3]([O:12][CH2:13][CH:14]([F:16])[F:15])=[N:4][CH:5]=[C:6]([CH:11]=2)[C:7]([O:9][CH3:10])=[O:8])[CH2:19][CH2:18]1 |f:3.4.5.6,7.8,9.10.11|. Isolated yield 81.6%. Product: C1(CC1)C=1C(=NC=C(C(=O)OC)C1)OCC(F)F (methyl 5-cyclopropyl-6-(2,2-difluoroethoxy)nicotinate). Reactants: BrC=1C(=NC=C(C(=O)OC)C1)OCC(F)F (methyl 5-bromo-6-(2,2-difluoroethoxy)nicotinate), C1(CC1)B(O)O (cyclopropylboronic acid), C1(CCCCC1)P(C1CCCCC1)C1CCCCC1 (tricyclohexylphosphine), P(=O)([O-])([O-])[O-].[K+].[K+].[K+] (potassium phosphate). The reactants are CCCCCC, CN1CCN(C2CCN(C(=O)Nc3cc(Oc4ccc(N)cc4F)ccn3)CC2)CC1, C1CCOC1, O=C=NC(=O)Cc1ccccc1. The product is CN1CCN(C2CCN(C(=O)Nc3cc(Oc4ccc(NC(=O)NC(=O)Cc5ccccc5)cc4F)ccn3)CC2)CC1. As a reaction SMILES: [CH3:49][CH2:50][CH2:51][CH2:52][CH2:53][CH3:54].[NH2:1][c:2]1[cH:3][c:4]([F:31])[c:5]([O:6][c:7]2[cH:8][c:9]([NH:13][C:14](=[O:15])[N:16]3[CH2:17][CH2:18][CH:19]([N:22]4[CH2:23][CH2:24][N:25]([CH3:28])[CH2:26][CH2:27]4)[CH2:20][CH2:21]3)[n:10][cH:11][cH:12]2)[cH:29][cH:30]1.[O:44]1[CH2:45][CH2:46][CH2:47][CH2:48]1.[c:32]1([CH2:38][C:39](=[O:40])[N:41]=[C:42]=[O:43])[cH:33][cH:34][cH:35][cH:36][cH:37]1>>[NH:1]([c:2]1[cH:3][c:4]([F:31])[c:5]([O:6][c:7]2[cH:8][c:9]([NH:13][C:14](=[O:15])[N:16]3[CH2:17][CH2:18][CH:19]([N:22]4[CH2:23][CH2:24][N:25]([CH3:28])[CH2:26][CH2:27]4)[CH2:20][CH2:21]3)[n:10][cH:11][cH:12]2)[cH:29][cH:30]1)[C:42]([NH:41][C:39]([CH2:38][c:32]1[cH:33][cH:34][cH:35][cH:36][cH:37]1)=[O:40])=[O:43].